Dataset: the Open Reaction Database (ORD), a public repository of structured organic reaction records. Task: describe an organic reaction: reactants, conditions, products, and yield Reactants: COCCO, CCOC(=O)N=NC(=O)OCC, C1CCOC1, Cc1cccc(C=CC(=O)c2c(O)cc(C)oc2=O)c1, c1ccc(P(c2ccccc2)c2ccccc2)cc1. The product is COCCOc1cc(C)oc(=O)c1C(=O)C=Cc1cccc(C)c1. Reaction SMILES: [CH3:21][O:22][CH2:23][CH2:24][OH:25].[O:45]=[C:46]([O:47][CH2:48][CH3:49])[N:50]=[N:51][C:52]([O:53][CH2:54][CH3:55])=[O:56].[O:57]1[CH2:58][CH2:59][CH2:60][CH2:61]1.[OH:1][c:2]1[c:3]([C:10]([CH:11]=[CH:12][c:13]2[cH:14][c:15]([CH3:19])[cH:16][cH:17][cH:18]2)=[O:20])[c:4](=[O:9])[o:5][c:6]([CH3:8])[cH:7]1.[c:26]1([P:27]([c:28]2[cH:29][cH:30][cH:31][cH:32][cH:33]2)[c:34]2[cH:35][cH:36][cH:37][cH:38][cH:39]2)[cH:40][cH:41][cH:42][cH:43][cH:44]1>>[O:1]([c:2]1[c:3]([C:10]([CH:11]=[CH:12][c:13]2[cH:14][c:15]([CH3:19])[cH:16][cH:17][cH:18]2)=[O:20])[c:4](=[O:9])[o:5][c:6]([CH3:8])[cH:7]1)[CH2:24][CH2:23][O:22][CH3:21]. The reactants are C(C)OC(CCCOC1=C(C=CC=C1)I)=O (4-(2-iodophenoxy)-butyric acid ethyl ester), 1, [OH-].[Na+] (sodium hydroxide). The solvent is CO (methanol). Product: COC(CCCOC1=C(C=CC=C1)I)=O (4-(2-iodophenoxy)-butyric acid methyl ester). Isolated yield 93.9%. As a reaction SMILES: [CH2:1]([O:3][C:4](=[O:16])[CH2:5][CH2:6][CH2:7][O:8][C:9]1[CH:14]=[CH:13][CH:12]=[CH:11][C:10]=1[I:15])C.[OH-].[Na+]>CO>[CH3:1][O:3][C:4](=[O:16])[CH2:5][CH2:6][CH2:7][O:8][C:9]1[CH:14]=[CH:13][CH:12]=[CH:11][C:10]=1[I:15] |f:1.2|. Procedure: Under the conditions of example 5A, 1 g of 4-(2-iodophenoxy)-butyric acid ethyl ester in 10 ml of methanol and 10 ml of 1 n sodium hydroxide solution is saponified, worked up, and 900 mg of 4-(2-iodophenoxy)-butyric acid methyl ester with a melting point of 66.5°-67° C. is obtained. Reactants: C(C)O (ethanol), C(C1=CC=CC=C1)(=O)NC1C(C2=CC=CC=C2CC1)=O (2-benzamido-3,4-dihydronaphthalen-1(2H)-one), [H-].[H-].[H-].[H-].[Li+].[Al+3] (LiAlH4). Solvent: C1CCOC1 (THF), C1CCOC1 (THF). Yields the product C(C1=CC=CC=C1)N[C@H]1[C@@H](C2=CC=CC=C2CC1)O (trans-2-benzylamino-1,2,3,4-tetrahydronaphthalen-1-ol). Isolated yield 897.1%. RXN SMILES: [C:1]([NH:9][CH:10]1[CH2:19][CH2:18][C:17]2[C:12](=[CH:13][CH:14]=[CH:15][CH:16]=2)[C:11]1=[O:20])(=O)[C:2]1[CH:7]=[CH:6][CH:5]=[CH:4][CH:3]=1.[H-].[H-].[H-].[H-].[Li+].[Al+3].C(O)C>C1COCC1>[CH2:1]([NH:9][C@@H:10]1[CH2:19][CH2:18][C:17]2[C:12](=[CH:13][CH:14]=[CH:15][CH:16]=2)[C@H:11]1[OH:20])[C:2]1[CH:3]=[CH:4][CH:5]=[CH:6][CH:7]=1 |f:1.2.3.4.5.6|. Reported procedure: A solution of 2-benzamido-3,4-dihydronaphthalen-1(2H)-one (3.0 g, 1.1 mmole) in THF (150 ml) was added dropwise to a suspension of LiAlH4 (2.0 g) in THF (50 ml). The reaction was heated at reflux for 2 hr and then cooled to room temperature. Enough ethanol was added to destroy excess LiAlH4 followed by 150 ml of Rochell's salt solution (20%). The resulting mixture was extracted with ethyl acetate, the ethyl acetate layer was washed with brine and dried over Na2SO4. Evaporation of the solvent aff... Starting materials: CC(C)(C)NC(=O)C1CCC2C3CCC4=C(N=[N+]=[N-])C(=O)CCC4(C)C3CCC12C, C1CCOC1, c1ccc(P(c2ccccc2)c2ccccc2)cc1. Yields the product CC(C)(C)NC(=O)C1CCC2C3CCC4=C(N)C(=O)CCC4(C)C3CCC12C. RXN SMILES: [CH3:1][C:2]([CH3:3])([CH3:4])[NH:5][C:6](=[O:7])[CH:8]1[C:9]2([CH3:10])[CH:11]([CH2:12][CH2:13]1)[CH:14]1[CH2:15][CH2:16][C:17]3=[C:18]([N:28]=[N+:29]=[N-:30])[C:19](=[O:27])[CH2:20][CH2:21][C:22]3([CH3:23])[CH:24]1[CH2:25][CH2:26]2.[O:50]1[CH2:51][CH2:52][CH2:53][CH2:54]1.[c:31]1([P:32]([c:33]2[cH:34][cH:35][cH:36][cH:37][cH:38]2)[c:39]2[cH:40][cH:41][cH:42][cH:43][cH:44]2)[cH:45][cH:46][cH:47][cH:48][cH:49]1>>[CH3:1][C:2]([CH3:3])([CH3:4])[NH:5][C:6](=[O:7])[CH:8]1[C:9]2([CH3:10])[CH:11]([CH2:12][CH2:13]1)[CH:14]1[CH2:15][CH2:16][C:17]3=[C:18]([NH2:28])[C:19](=[O:27])[CH2:20][CH2:21][C:22]3([CH3:23])[CH:24]1[CH2:25][CH2:26]2. Reactants: C(Cl)Cl.CO (CH2Cl2 MeOH), N1N=NN=C1C1=C(C=CC=C1)C1=CC=C(C=C1)CN(C1(C(CCC1)C)C(=O)[O-])C(CCCC)=O (N-[(2'-(1H-tetrazol-5-yl)biphenyl-4-yl)methyl]-N-valeryl-1-amino-methylcyclopentane-1-carboxylate), C(C)O (ethanol), Cl (hydrochloric acid), [OH-].[Na+] (NaOH). The product is N1N=NN=C1C1=C(C=CC=C1)C1=CC=C(C=C1)CN(C(CCCC)=O)CC1(CCCC1)C(=O)O (1-[N-[(2'-(1H-Tetrazol-5-yl)biphenyl-4-yl)methyl]-N-valerylaminomethyl]cyclopentane-1-carboxylic acid). Reaction SMILES: [NH:1]1[C:5]([C:6]2[CH:11]=[CH:10][CH:9]=[CH:8][C:7]=2[C:12]2[CH:17]=[CH:16][C:15]([CH2:18][N:19]([C:29](=O)[CH2:30][CH2:31][CH2:32][CH3:33])[C:20]3(C([O-])=O)[CH2:24][CH2:23][CH2:22][CH:21]3[CH3:25])=[CH:14][CH:13]=2)=[N:4][N:3]=[N:2]1.[OH-:35].[Na+].Cl.C(Cl)Cl.[CH3:41][OH:42].C([OH:45])C>>[NH:1]1[C:5]([C:6]2[CH:11]=[CH:10][CH:9]=[CH:8][C:7]=2[C:12]2[CH:13]=[CH:14][C:15]([CH2:18][N:19]([CH2:20][C:24]3([C:41]([OH:45])=[O:42])[CH2:25][CH2:21][CH2:22][CH2:23]3)[C:29](=[O:35])[CH2:30][CH2:31][CH2:32][CH3:33])=[CH:16][CH:17]=2)=[N:4][N:3]=[N:2]1 |f:1.2,4.5|. Procedure details: 0.979 g of N-[(2'-(1H-tetrazol-5-yl)biphenyl-4-yl)methyl]-N-valeryl-1-amino-methylcyclopentane-1-carboxylate are dissolved in 10 ml of ethanol and treated with 4 ml of 2N NaOH solution, and the mixture is heated to reflux for 23 h. After cooling to room temperature and adding 4.5 ml of 2N hydrochloric acid, the mixture is evaporated and the product is isolated by chromatography on silica gel 60 (40-63 μm) using CH2Cl2 --MeOH 95:5, Rf =0.35 (system N8). MS (FAB): m/e 462 (M+ +H). Reactants: [Na] (sodium), C(C)OC(\C(=C(\C)/NCC(=O)OCC)\C)=O (3-(ethoxycarbonylmethylamino)-2-methylcrotonic acid ethyl ester). The solvent is C(C)O (ethanol), C(C)O (ethanol). The product is C(C)OC(=O)C=1NC(=C(C1O)C)C (3-hydroxy-4,5-dimethyl-pyrrole-2-carboxylic acid ethyl ester). Procedure: Using the method described in Example 1, 35 g of sodium in 1.5 liters of ethanol, and 264 g of 3-(ethoxycarbonylmethylamino)-2-methylcrotonic acid ethyl ester in 400 ml of ethanol give 165 g of 3-hydroxy-4,5-dimethyl-pyrrole-2-carboxylic acid ethyl ester, of melting point 111°-113° C. Yield: 78.2%. Reaction SMILES: [Na].C([O:4][C:5](=O)/[C:6](/[CH3:16])=[C:7](\[NH:9][CH2:10][C:11]([O:13][CH2:14][CH3:15])=[O:12])/[CH3:8])C>C(O)C>[CH2:14]([O:13][C:11]([C:10]1[NH:9][C:7]([CH3:8])=[C:6]([CH3:16])[C:5]=1[OH:4])=[O:12])[CH3:15] |^1:0|. Starting materials: P(Cl)(Cl)Cl (phosphorus trichloride), C(CCCCCCC)O (octanol), P (phosphorus-31), C(CCCCCCC)O (octanol). Run at temperature 0 celsius. Yields the product C(CCCCCCC)OP(Cl)Cl (Octylphosphorodichloridite). As a reaction SMILES: [P:1]([Cl:4])(Cl)[Cl:2].P.[CH2:6]([OH:14])[CH2:7][CH2:8][CH2:9][CH2:10][CH2:11][CH2:12][CH3:13]>>[CH2:6]([O:14][P:1]([Cl:4])[Cl:2])[CH2:7][CH2:8][CH2:9][CH2:10][CH2:11][CH2:12][CH3:13]. Reported procedure: Freshly distilled phosphorus trichloride (45.6 g, 0.338 mole) was charged into a four-necked round bottom flask equipped with a mechanical stirrer, an addition funnel, a thermometer, and a reflux condenser itself topped with a discharge tube. The discharge tube led to an aqueous sodium hydroxide trap for absorption of hydrogen chloride that evolves from the reaction. After cooling the reaction vessel to 0° C. with continual purging of dry nitrogen, anhydrous octanol (22 g, 0.168 mole) was added ...